From a dataset of the Open Reaction Database (ORD), a public repository of structured organic reaction records. describe an organic reaction: reactants, conditions, products, and yield Starting materials: CC1(C(C1C=CC(=O)OCCC)C(=O)O)C (2,2-dimethyl-3-(3-propoxy-3-oxo-1-propenyl)-cyclopropane-carboxylic acid), C1(=CC=C(C=C1)S(=O)(=O)O)C (p-toluene sulfonic acid). Solvent: C1(=CC=CC=C1)C (toluene). Run at time 2 hour. The product is CC1(C(C1C=CC(=O)OC1CCC1)C(=O)O)C (2,2-dimethyl-3-(3-cyclobutoxy-3-oxo-1-propenyl)-cyclopropane-carboxylic acid). RXN SMILES: [CH3:1][C:2]1([CH3:16])[CH:4]([CH:5]=[CH:6][C:7]([O:9][CH2:10][CH2:11][CH3:12])=[O:8])[CH:3]1[C:13]([OH:15])=[O:14].[C:17]1(C)C=CC(S(O)(=O)=O)=CC=1>C1(C)C=CC=CC=1>[CH3:16][C:2]1([CH3:1])[CH:4]([CH:5]=[CH:6][C:7]([O:9][CH:10]2[CH2:17][CH2:12][CH2:11]2)=[O:8])[CH:3]1[C:13]([OH:15])=[O:14]. Procedure details: A mixture of 2.3 g of the product of Step A, 25 ml of toluene and 250 mg of p-toluene sulfonic acid was refluxed for 15 minutes and was cooled. The mixture was stirred for 2 hours at 0° to 5° C. and was filtered. The filtrate was evaporated to dryness under reduced pressure to obtain 1.8 g of (1R, cis, ΔZ) 2,2-dimethyl-3-(3-cyclobutoxy-3-oxo-1-propenyl)-cyclopropane-carboxylic acid. Isolated yield 78.8%. Starting materials: C1(=CC=C(C=C1)S(=O)(=O)OC[C@H]1N(C[C@@H](C1)OS(=O)(=O)C)C(=O)OCC1=CC=C(C=C1)[N+](=O)[O-])C ((2S,4R)-1-p-nitrobenzyloxycarbonyl-4-methanesulfonyloxypyrrolidine-2-methanol p-toluenesulfonate), C1(C=2C(C(N1)=O)=CC=CC2)=O.[K] (potassium phthalimide), ice water. The product is [N+](=O)([O-])C1=CC=C(COC(=O)N2[C@@H](C[C@H](C2)OS(=O)(=O)C)CN2C(C=3C(C2=O)=CC=CC3)=O)C=C1 ((2S,4R)-1-p-nitrobenzyloxycarbonyl-2-phthalimidomethyl-4-methanesulfonyloxypyrrolidine). Reaction SMILES: C1(C)C=CC(S(O[CH2:11][C@@H:12]2[CH2:16][C@@H:15]([O:17][S:18]([CH3:21])(=[O:20])=[O:19])[CH2:14][N:13]2[C:22]([O:24][CH2:25][C:26]2[CH:31]=[CH:30][C:29]([N+:32]([O-:34])=[O:33])=[CH:28][CH:27]=2)=[O:23])(=O)=O)=CC=1.[C:36]1(=[O:46])[NH:40][C:39](=[O:41])[C:38]2=[CH:42][CH:43]=[CH:44][CH:45]=[C:37]12.[K]>CN(C)C=O>[N+:32]([C:29]1[CH:28]=[CH:27][C:26]([CH2:25][O:24][C:22]([N:13]2[CH2:14][C@H:15]([O:17][S:18]([CH3:21])(=[O:20])=[O:19])[CH2:16][C@H:12]2[CH2:11][N:40]2[C:36](=[O:46])[C:37]3=[CH:45][CH:44]=[CH:43][CH:42]=[C:38]3[C:39]2=[O:41])=[O:23])=[CH:31][CH:30]=1)([O-:34])=[O:33] |f:1.2,^1:46|. Run in CN(C=O)C (dimethylformamide). Conditions: temperature 60 celsius, time 7 hour. Reported procedure: A mixture of (2S,4R)-1-p-nitrobenzyloxycarbonyl-4-methanesulfonyloxypyrrolidine-2-methanol p-toluenesulfonate (25 g: 47.3 mmole) and potassium phthalimide (17.52 g: 2 eq.) in dimethylformamide (250 ml) is stirred at 60° C. for 7 hours. The reaction mixture is poured into ice water and filtrated. The resulting precipitate is dissolved in ethyl acetate, washed with saturated brine, dried over magnesium sulfate, and concentrated in vacuo. The residue is recrystallized from methanol to give (2S,4R)-... The reactants are C(C)(C)(C)OC(=O)N1CCC(CC1)=O (4-oxo-piperidine-1-carboxylic acid tert-butyl ester), C(C1=CC=CC=C1)N (benzylamine), ClC1=C(C=CC(=C1)C=C[N+](=O)[O-])F (2-chloro-1-fluoro-4-(2-nitro-vinyl)-benzene). Product: C(C1=CC=CC=C1)N1C=C(C=2CNCCC21)C2=CC(=C(C=C2)F)Cl (1-Benzyl-3-(3-chloro-4-fluoro-phenyl)-4,5,6,7-tetrahydro-1H-pyrrolo[3,2-c]pyridine). Reaction SMILES: C(OC([N:8]1[CH2:13][CH2:12][C:11](=O)[CH2:10][CH2:9]1)=O)(C)(C)C.[CH2:15]([NH2:22])[C:16]1[CH:21]=[CH:20][CH:19]=[CH:18][CH:17]=1.[Cl:23][C:24]1[CH:29]=[C:28]([CH:30]=[CH:31][N+]([O-])=O)[CH:27]=[CH:26][C:25]=1[F:35]>>[CH2:15]([N:22]1[C:11]2[CH2:10][CH2:9][NH:8][CH2:13][C:12]=2[C:30]([C:28]2[CH:27]=[CH:26][C:25]([F:35])=[C:24]([Cl:23])[CH:29]=2)=[CH:31]1)[C:16]1[CH:21]=[CH:20][CH:19]=[CH:18][CH:17]=1. Reported procedure: The title compound (0.18 g) was prepared from 0.54 g of 4-oxo-piperidine-1-carboxylic acid tert-butyl ester, 293 μL of benzylamine, and 0.62 g of 2-chloro-1-fluoro-4-(2-nitro-vinyl)-benzene. MS (ESI): exact mass calculated for C20H18ClFN2, 340.11. found, m/z 341.1 [M+H]+, 343.2 [M+H]+. 1H NMR (500 MHz, CD3OD): 7.45-7.43 (m, 1H), 7.36-7.16 (m, 8H), 5.15 (s, 2H), 4.35 (s, 2H), 3.50 (t, J=6.3 Hz, 2H), 2.85 (t, J=6.3 Hz, 2H). The reactants are CN1C(C(C2=CC=CC=C12)=C1CCN(CC1)CC1=CC=CC=C1)=O (1,3-dihydro-1-methyl-3-(1-benzyl-piperidin-4-ylidene)-2H-indol-2-one), [H][H] (hydrogen). Run in C(C)(=O)O (acetic acid). Product: N1CCC(CC1)C1C(NC2=CC=CC=C12)=O (1,3-dihydro-3-(piperidin-4-yl)-2H-indol-2-one). The yield is 87.4%. Reaction SMILES: C[N:2]1[C:10]2[C:5](=[CH:6][CH:7]=[CH:8][CH:9]=2)[C:4](=[C:11]2[CH2:16][CH2:15][N:14](CC3C=CC=CC=3)[CH2:13][CH2:12]2)[C:3]1=[O:24].[H][H]>C(O)(=O)C>[NH:14]1[CH2:15][CH2:16][CH:11]([CH:4]2[C:5]3[C:10](=[CH:9][CH:8]=[CH:7][CH:6]=3)[NH:2][C:3]2=[O:24])[CH2:12][CH2:13]1. Procedure details: A mixture of 16 g of the product of Step A, 150 ml of acetic acid and 2 g of 10% palladized carbon was saturated with hydrogen at 50° C. for 2 hours and after the reaction was finished, the mixture was filtered. The filtrate was evaporated to dryness and the residue was taken up in water. The mixture was made alkaline with concentrated sodium hydroxide solution and was extracted 4 times with 100 ml of methylene chloride. The combined organic phases were washed with a little water, dried and evap... Reactants: N1(C=CC2=CC=CC=C12)CC1=CC=C(C=C1)C=1OC=C(N1)C(=O)OC (methyl 2-[4-(1H-indol-1-ylmethyl)phenyl]-1,3-oxazole-4-carboxylate), C1CCOC1 (THF), [OH-].[Na+] (sodium hydroxide). Solvent: CO (MeOH). Reaction conditions: time 8 hour. The product is N1(C=CC2=CC=CC=C12)CC1=CC=C(C=C1)C=1OC=C(N1)C(=O)O (2-[4-(1H-indol-1-ylmethyl)phenyl]-1,3-oxazole-4-carboxylic acid). The yield is 91.0%. As a reaction SMILES: [N:1]1([CH2:10][C:11]2[CH:16]=[CH:15][C:14]([C:17]3[O:18][CH:19]=[C:20]([C:22]([O:24]C)=[O:23])[N:21]=3)=[CH:13][CH:12]=2)[C:9]2[C:4](=[CH:5][CH:6]=[CH:7][CH:8]=2)[CH:3]=[CH:2]1.C1COCC1.[OH-].[Na+]>CO>[N:1]1([CH2:10][C:11]2[CH:12]=[CH:13][C:14]([C:17]3[O:18][CH:19]=[C:20]([C:22]([OH:24])=[O:23])[N:21]=3)=[CH:15][CH:16]=2)[C:9]2[C:4](=[CH:5][CH:6]=[CH:7][CH:8]=2)[CH:3]=[CH:2]1 |f:2.3|. Reported procedure: A solution of methyl 2-[4-(1H-indol-1-ylmethyl)phenyl]-1,3-oxazole-4-carboxylate (1.52 g; 4.57 mmol) in (1:1) MeOH:THF was treated with sodium hydroxide (4.57 g, 4.57 mmol) stirred at room temperature overnight and concentrated under reduced pressure. The resultant concentrate was diluted with 1N sodium hydroxide (50 mL), washed with EtOAc, acidified with concentrated HCl and extracted with EtOAc. The extracts were combined, dried over MgSO4 and concentrated to dryness to give the title product ... Product: C(C)(C)(C)OC([C@H]1N(C[C@@H](C1)OS(=O)(=O)C)C(=O)OC(C)(C)C)=O ((4R)-1-(tert-Butyloxycarbonyl)-4-(methanesulfonyloxy)-L-Proline tert-Butyl Ester). Reported procedure: To a solution of (4R)-1-(tert-butyloxycarbonyl)-4-hydroxy-L-proline tert-butyl ester (573 mg, 1.99 mmol) in pyridine (3.5 mL) cooled to 0° C. was added methanesulfonyl chloride (0.31 mL, 3.99 mmol). The reaction mixture was stirred for 2 hours at ice temperature, diluted with ethyl acetate (30 mL), washed with 1M sodium hydrogencarbonate solution, 1M citric acid, water, dried (Na2SO4), and evaporated. The crude product was purified by flash silica gel chromatography eluting with 1% methanol/dich... As a reaction SMILES: [C:1]([O:5][C:6](=[O:20])[C@@H:7]1[CH2:11][C@@H:10]([OH:12])[CH2:9][N:8]1[C:13]([O:15][C:16]([CH3:19])([CH3:18])[CH3:17])=[O:14])([CH3:4])([CH3:3])[CH3:2].[CH3:21][S:22](Cl)(=[O:24])=[O:23]>N1C=CC=CC=1.C(OCC)(=O)C>[C:1]([O:5][C:6](=[O:20])[C@@H:7]1[CH2:11][C@@H:10]([O:12][S:22]([CH3:21])(=[O:24])=[O:23])[CH2:9][N:8]1[C:13]([O:15][C:16]([CH3:19])([CH3:18])[CH3:17])=[O:14])([CH3:4])([CH3:3])[CH3:2]. Reactants: C(C)(C)(C)OC([C@H]1N(C[C@@H](C1)O)C(=O)OC(C)(C)C)=O ((4R)-1-(tert-butyloxycarbonyl)-4-hydroxy-L-proline tert-butyl ester), CS(=O)(=O)Cl (methanesulfonyl chloride). Run in N1=CC=CC=C1 (pyridine), C(C)(=O)OCC (ethyl acetate). Run at time 2 hour. Starting materials: [OH-].[Na+] (sodium hydroxide), FC=1C=C2C(=NC1OCC1=NC=CC=C1)N(C=C2)C (5-fluoro-1-methyl-6-(pyridin-2-ylmethoxy)-1H-pyrrolo[2,3-b]pyridine), BrN1C(CCC1=O)=O (N-bromosuccinimide). The solvent is CN(C)C=O (DMF). Reaction conditions: time 15 minute. The product is BrC1=CN(C2=NC(=C(C=C21)F)OCC2=NC=CC=C2)C (3-bromo-5-fluoro-1-methyl-6-(pyridin-2-ylmethoxy)-1H-pyrrolo[2,3-b]pyridine). The yield is 91.3%. RXN SMILES: [F:1][C:2]1[CH:3]=[C:4]2[CH:18]=[CH:17][N:16]([CH3:19])[C:5]2=[N:6][C:7]=1[O:8][CH2:9][C:10]1[CH:15]=[CH:14][CH:13]=[CH:12][N:11]=1.[OH-].[Na+].[Br:22]N1C(=O)CCC1=O>CN(C=O)C>[Br:22][C:18]1[C:4]2[C:5](=[N:6][C:7]([O:8][CH2:9][C:10]3[CH:15]=[CH:14][CH:13]=[CH:12][N:11]=3)=[C:2]([F:1])[CH:3]=2)[N:16]([CH3:19])[CH:17]=1 |f:1.2|. Reported procedure: To a stirred solution of 5-fluoro-1-methyl-6-(pyridin-2-ylmethoxy)-1H-pyrrolo[2,3-b]pyridine (1.00 g, 3.89 mmol) in DMF (30 mL), cooled to 15° C. under a nitrogen atmosphere, is added sodium hydroxide (0.171 g, 4.28 mmol), followed by N-bromosuccinimide (0.761 g, 4.28 mmol) portionwise over 5 minutes. After 15 minutes, the reaction is poured onto brine (ca. 50 mL) and the product extracted with CHCl3 (ca. 2×30 mL). The combined organic extracts are dried over magnesium sulphate, filtered, and co...